Task: describe an organic reaction: reactants, conditions, products, and yield. Dataset: the Open Reaction Database (ORD), a public repository of structured organic reaction records Starting materials: CC1=NSC(=N1)N1CCC(CC1)=O (1-(3-methyl-[1,2,4]thiadiazol-5-yl)-piperidin-4-one), ClC1=CC=C(CN2N=C(C=C2)N)C=C1 (1-(4-chloro-benzyl)-1H-pyrazol-3-ylamine). Product: ClC1=CC=C(CN2N=C(C=C2)NC2CCN(CC2)C2=NC(=NS2)C)C=C1 ([1-(4-Chloro-benzyl)-1H-pyrazol-3-yl]-[1-(3-methyl-[1,2,4]thiadiazol-5-yl)-piperidin-4-yl]-amine), solid. The yield is 70.0%. RXN SMILES: [CH3:1][C:2]1[N:6]=[C:5]([N:7]2[CH2:12][CH2:11][C:10](=O)[CH2:9][CH2:8]2)[S:4][N:3]=1.[Cl:14][C:15]1[CH:27]=[CH:26][C:18]([CH2:19][N:20]2[CH:24]=[CH:23][C:22]([NH2:25])=[N:21]2)=[CH:17][CH:16]=1>>[Cl:14][C:15]1[CH:27]=[CH:26][C:18]([CH2:19][N:20]2[CH:24]=[CH:23][C:22]([NH:25][CH:10]3[CH2:11][CH2:12][N:7]([C:5]4[S:4][N:3]=[C:2]([CH3:1])[N:6]=4)[CH2:8][CH2:9]3)=[N:21]2)=[CH:17][CH:16]=1. Procedure details: Prepared in analogy to example 1 step h) starting from 1-(3-methyl-[1,2,4]thiadiazol-5-yl)-piperidin-4-one (example 1c) and 1-(4-chloro-benzyl)-1H-pyrazol-3-ylamine. The title compound was obtained as a white solid (yield=70%).